From a dataset of the Open Reaction Database (ORD), a public repository of structured organic reaction records. describe an organic reaction: reactants, conditions, products, and yield Starting materials: tris-(dibenzylideneacetone) dipalladium(0), CC1(C2=C(C(=CC=C2)P(C3=CC=CC=C3)C4=CC=CC=C4)OC5=C(C=CC=C51)P(C6=CC=CC=C6)C7=CC=CC=C7)C (xantphos), C([O-])([O-])=O.[Cs+].[Cs+] (caesium carbonate), BrC1=C(C=C(C(=O)OC)C=C1)[N+](=O)[O-] (methyl 4-bromo-3-nitro-benzoate), N1C(COCC1)=O (morpholin-3-one). Run in O1CCOCC1 (dioxane). Reaction conditions: temperature 95 celsius. The product is N1(C(COCC1)=O)C1=C(C=C(C(=O)OC)C=C1)[N+](=O)[O-] (methyl 4-(morpholin-3-on-4-yl)-3-nitro-benzoate). As a reaction SMILES: Br[C:2]1[CH:11]=[CH:10][C:5]([C:6]([O:8][CH3:9])=[O:7])=[CH:4][C:3]=1[N+:12]([O-:14])=[O:13].[NH:15]1[CH2:20][CH2:19][O:18][CH2:17][C:16]1=[O:21].CC1(C)C2C(=C(P(C3C=CC=CC=3)C3C=CC=CC=3)C=CC=2)OC2C(P(C3C=CC=CC=3)C3C=CC=CC=3)=CC=CC1=2.C(=O)([O-])[O-].[Cs+].[Cs+]>O1CCOCC1>[N:15]1([C:2]2[CH:11]=[CH:10][C:5]([C:6]([O:8][CH3:9])=[O:7])=[CH:4][C:3]=2[N+:12]([O-:14])=[O:13])[CH2:20][CH2:19][O:18][CH2:17][C:16]1=[O:21] |f:3.4.5|. Reported procedure: 1.00 g (3.85 mmol) methyl 4-bromo-3-nitro-benzoate are dissolved in 6 ml dioxane with 389 mg (3.85 mmol) morpholin-3-one under a nitrogen atmosphere and 36.6 mg (40 μmol) tris-(dibenzylideneacetone)-dipalladium(0), 67.1 mg (116 μmol) xantphos and 1.75 g (5.38 mmol) caesium carbonate are added. Under a nitrogen atmosphere and with stirring, the reaction mixture is heated to 95° C. for 16 hours. Then it is filtered, the solution is evaporated down i. vac. and evaporated with ether. The residue is ... Starting materials: ice water, ClC1=C(C=CC(=C1)Cl)C(C(C=1C=NC=CC1)C)=O (2',4'-dichloro-2-methyl-2-(3-pyridyl)acetophenone), Cl.NO (hydroxylamine hydrochloride), N1=CC=CC=C1 (pyridine), 4-N,N-dimethylaminopyridine. Run in C(C)O (ethanol), O (water). Run at time 16 hour. The product is ClC1=C(C=CC(=C1)Cl)C(C(C=1C=NC=CC1)C)=NO (2',4'-Dichloro-2-methyl-2-(3-pyridyl)acetophenone oxime). RXN SMILES: [Cl:1][C:2]1[CH:7]=[C:6]([Cl:8])[CH:5]=[CH:4][C:3]=1[C:9](=O)[CH:10]([CH3:17])[C:11]1[CH:12]=[N:13][CH:14]=[CH:15][CH:16]=1.Cl.[NH2:20][OH:21].N1C=CC=CC=1>C(O)C.O>[Cl:1][C:2]1[CH:7]=[C:6]([Cl:8])[CH:5]=[CH:4][C:3]=1[C:9](=[N:20][OH:21])[CH:10]([CH3:17])[C:11]1[CH:12]=[N:13][CH:14]=[CH:15][CH:16]=1 |f:1.2|. Procedure: A solution of 3.6 g of 2',4'-dichloro-2-methyl-2-(3-pyridyl)acetophenone in 15 ml of ethanol and 4 ml of water is treated with 1.4 g of hydroxylamine hydrochloride, 3 ml of pyridine and 90 mg of 4-N,N-dimethylaminopyridine and the reaction mixture is heated to reflux temperature. After 16 hours, it is poured into ice-water and extracted with ethyl acetate. The organic phase is dried over anhydrous magnesium sulfate and concentrated under reduced pressure. The crystalline crude product is recryst... Starting materials: COC(=O)C(N)Cc1ccccc1, O=C(O)c1cc2cc(Cl)ccc2[nH]1, Cl. Yields the product COC(=O)C(Cc1ccccc1)NC(=O)c1cc2cc(Cl)ccc2[nH]1. As a reaction SMILES: [CH3:2][O:3][C:4]([CH:5]([NH2:6])[CH2:7][c:8]1[cH:9][cH:10][cH:11][cH:12][cH:13]1)=[O:14].[Cl:15][c:16]1[cH:17][c:18]2[cH:19][c:20]([C:25](=[O:26])[OH:27])[nH:21][c:22]2[cH:23][cH:24]1.[ClH:1]>>[CH3:2][O:3][C:4]([CH:5]([NH:6][C:25]([c:20]1[cH:19][c:18]2[cH:17][c:16]([Cl:15])[cH:24][cH:23][c:22]2[nH:21]1)=[O:26])[CH2:7][c:8]1[cH:9][cH:10][cH:11][cH:12][cH:13]1)=[O:14].